From a dataset of the Open Reaction Database (ORD), a public repository of structured organic reaction records. describe an organic reaction: reactants, conditions, products, and yield The reactants are C=C(C)C(=O)OC, CN(C)c1ccc(Br)cc1, NC(C1CCCCC1)C1CCCCC1, NC(CO)(CO)CO, C1CCOC1. Product: COC(=O)C(C)=Cc1ccc(N(C)C)cc1. Reaction SMILES: [CH3:11][O:12][C:13](=[O:14])[C:15]([CH3:16])=[CH2:17].[CH3:1][N:2]([c:3]1[cH:4][cH:5][c:6]([Br:9])[cH:7][cH:8]1)[CH3:10].[CH:26]1([CH:27]([NH2:28])[CH:29]2[CH2:30][CH2:31][CH2:32][CH2:33][CH2:34]2)[CH2:35][CH2:36][CH2:37][CH2:38][CH2:39]1.[NH2:18][C:19]([CH2:20][OH:21])([CH2:22][OH:23])[CH2:24][OH:25].[O:40]1[CH2:41][CH2:42][CH2:43][CH2:44]1>>[CH3:1][N:2]([c:3]1[cH:4][cH:5][c:6]([CH:16]=[C:15]([C:13]([O:12][CH3:11])=[O:14])[CH3:17])[cH:7][cH:8]1)[CH3:10]. Solvent: O1CCOCC1 (1,4-dioxane). Product: OC1=C(C(=O)N)C=C(C=C1I)I (2-hydroxy-3,5-diiodobenzamide). As a reaction SMILES: [OH:1][C:2]1[C:10]([I:11])=[CH:9][C:8]([I:12])=[CH:7][C:3]=1[C:4](Cl)=[O:5].C1(CC#[N:21])C=CC=CC=1>O1CCOCC1>[OH:1][C:2]1[C:10]([I:11])=[CH:9][C:8]([I:12])=[CH:7][C:3]=1[C:4]([NH2:21])=[O:5]. Procedure details: A solution of 4.9 parts of 2-hydroxy-3,5-diiodobenzoyl chloride and 3.7 parts of 4-amino-2-(trifluoromethyl)-α-[3-trifluoromethyl)phenyl]benzeneacetonitrile in 60 parts of 1,4-dioxane is stirred and refluxed for 10 minutes. The reaction mixture is evaporated. The residue is boiled in methylbenzene for 10 minutes. After cooling to room temperature, the precipitated product is filtered off, yielding N-[4-{α-cyano-α-[3-trifluoromethyl)phenyl]methyl-}3-(trifluoromethyl)phenyl]-2-hydroxy-3,5-diiodobe... Reactants: OC1=C(C(=O)Cl)C=C(C=C1I)I (2-hydroxy-3,5-diiodobenzoyl chloride), C1(=CC=CC=C1)CC#N (benzeneacetonitrile). Conditions: time 10 minute. The reactants are solution, [F-].C(CCC)[N+](CCCC)(CCCC)CCCC (tetrabutylammonium fluoride), O1CCCC1 (tetrahydrofuran), C[Si](C)(C)C#CC=1C=NC=C(C#N)C1 (5-trimethylsilanylethynyl-nicotinonitrile). The solvent is C(C)N(CC)CC (triethylamine), C(C)(=O)OCC (ethyl acetate). Conditions: time 5 minute. Yields the product C(#C)C=1C=NC=C(C#N)C1 (5-Ethynyl-nicotinonitrile). The yield is 74.1%. RXN SMILES: [F-].C([N+](CCCC)(CCCC)CCCC)CCC.O1CCCC1.C[Si]([C:28]#[C:29][C:30]1[CH:31]=[N:32][CH:33]=[C:34]([CH:37]=1)[C:35]#[N:36])(C)C>C(N(CC)CC)C.C(OCC)(=O)C>[C:29]([C:30]1[CH:31]=[N:32][CH:33]=[C:34]([CH:37]=1)[C:35]#[N:36])#[CH:28] |f:0.1|. Procedure: Add a 1 M solution of tetrabutylammonium fluoride in tetrahydrofuran (50.0 mL, 50.0 mmol) to a suspension of 5-trimethylsilanylethynyl-nicotinonitrile (10.0 g, 50.0 mmol), (prepared as described in PREPARATION 3), in triethylamine (98 mL) at 0° C. After 5 min, dilute the reaction mixture with ethyl acetate and wash twice with water. Back-extract the combined aqueous washes twice with ethyl acetate. Wash the combined organic layers with a saturated aqueous solution of sodium chloride, dry (sodium... Starting materials: OC1C(=NC=CC1=O)C (3-hydroxy-2-methylpyrid-4-one), C(C)(C)N (isopropylamine), C (charcoal). The solvent is CC(=O)C (acetone), O (water). Run at time 0.5 hour. The product is C(C)(C)N1C(=C(C(C=C1)=O)O)C (1-Isopropyl-3-hydroxy-2-methylpyrid-4-one). Reaction SMILES: [OH:1][CH:2]1[C:7](=[O:8])[CH:6]=[CH:5][N:4]=[C:3]1[CH3:9].[CH:10](N)([CH3:12])[CH3:11].C>O.CC(C)=O>[CH:10]([N:4]1[CH:5]=[CH:6][C:7](=[O:8])[C:2]([OH:1])=[C:3]1[CH3:9])([CH3:12])[CH3:11]. Procedure details: 1-Isopropyl-3-hydroxy-2-methylpyrid-4-one was prepared by refluxing 3-hydroxy-2-methylpyrid-4-one (Maltol) (10.0 g) with 3 equivalents of isopropylamine (99%) in 200 ml of water for 8 hours. Decolorizing charcoal was added after refluxing and the mixture was stirred for 0.5 hours. The mixture was then filtered through a medium frit filter containing 0.5 inches of Celite. The filtered solution was then concentrated in vacuo (rotary evaporator) to remove the water and excess amine, leaving a dark ... Starting materials: COC(CC1CCN2C1=C(C=1C(=CC(=CC21)OS(=O)(=O)C(F)(F)F)S(=O)(=O)C)SC2=CC=C(C=C2)Cl)=O (Methyl(9-[(4-chlorophenyl)thio]-8-(methylsulfonyl)-6-{[(trifluoro-methyl)sulfonyl]oxy}-2,3-dihydro-1H-pyrrolo[1,2-a]indol-1-yl)acetate), mixture, ClC1=CC=C(C=C1)B(O)O (4-chlorophenylboronic acid), C(=O)([O-])[O-].[K+].[K+] (K2CO3). Reagents/catalysts: [Pd].C1(=CC=CC=C1)P(C1=CC=CC=C1)C1=CC=CC=C1.C1(=CC=CC=C1)P(C1=CC=CC=C1)C1=CC=CC=C1.C1(=CC=CC=C1)P(C1=CC=CC=C1)C1=CC=CC=C1.C1(=CC=CC=C1)P(C1=CC=CC=C1)C1=CC=CC=C1 (tetrakis (triphenylphosphine) palladium (0)). Run in C1(=CC=CC=C1)C.CCO (toluene EtOH). Reaction conditions: temperature 80 celsius, time 8 hour. The product is COC(CC1CCN2C1=C(C=1C(=CC(=CC21)C2=CC=C(C=C2)Cl)S(=O)(=O)C)SC2=CC=C(C=C2)Cl)=O (Methyl[6-(4-chlorophenyl)-9-[(4-chlorophenyl)thio]-8-(methylsulfonyl)-2,3-dihydro-1H-pyrrolo[1,2-a]indol-1-yl]acetate). Isolated yield 80.2%. RXN SMILES: [CH3:1][O:2][C:3](=[O:37])[CH2:4][CH:5]1[C:9]2=[C:10]([S:29][C:30]3[CH:35]=[CH:34][C:33]([Cl:36])=[CH:32][CH:31]=3)[C:11]3[C:12]([S:25]([CH3:28])(=[O:27])=[O:26])=[CH:13][C:14](OS(C(F)(F)F)(=O)=O)=[CH:15][C:16]=3[N:8]2[CH2:7][CH2:6]1.[Cl:38][C:39]1[CH:44]=[CH:43][C:42](B(O)O)=[CH:41][CH:40]=1.C([O-])([O-])=O.[K+].[K+]>C1(C)C=CC=CC=1.CCO.[Pd].C1(P(C2C=CC=CC=2)C2C=CC=CC=2)C=CC=CC=1.C1(P(C2C=CC=CC=2)C2C=CC=CC=2)C=CC=CC=1.C1(P(C2C=CC=CC=2)C2C=CC=CC=2)C=CC=CC=1.C1(P(C2C=CC=CC=2)C2C=CC=CC=2)C=CC=CC=1>[CH3:1][O:2][C:3](=[O:37])[CH2:4][CH:5]1[C:9]2=[C:10]([S:29][C:30]3[CH:35]=[CH:34][C:33]([Cl:36])=[CH:32][CH:31]=3)[C:11]3[C:12]([S:25]([CH3:28])(=[O:27])=[O:26])=[CH:13][C:14]([C:42]4[CH:43]=[CH:44][C:39]([Cl:38])=[CH:40][CH:41]=4)=[CH:15][C:16]=3[N:8]2[CH2:7][CH2:6]1 |f:2.3.4,5.6,7.8.9.10.11|. Reported procedure: To the compound of Step 2 (53 mg, 0.089 mmol) in toluene/EtOH 3:1 mixture (4 mL) was added 4-chlorophenylboronic acid (28 mg, 0.18 mmol), K2CO3 (18 mg, 0.13 mmol), and tetrakis (triphenylphosphine) palladium (0) (5.1 mg, 0.04 mmol). The reaction mixture was stirred at 80° C. overnight. The reaction was quenched with saturated aqueous NH4Cl and extracted with EtOAc. The combined organic layers were dried over Na2SO4 and concentrated. The residue was purified by silica gel chromatography to provid... The reactants are O=C1CC2(CCNCC2)c2c(Br)cccc21, O=C(c1ncc[nH]1)c1ncc[nH]1, ClCCl, OCc1ccccc1C(F)(F)F. Yields the product O=C1CC2(CCN(C(=O)OCc3ccccc3C(F)(F)F)CC2)c2c(Br)cccc21. Reaction SMILES: [Br:25][c:26]1[cH:27][cH:28][cH:29][c:30]2[c:34]1[C:33]1([CH2:32][C:31]2=[O:40])[CH2:35][CH2:36][NH:37][CH2:38][CH2:39]1.[C:13](=[O:14])([c:15]1[nH:16][cH:17][cH:18][n:19]1)[c:20]1[nH:21][cH:22][cH:23][n:24]1.[Cl:41][CH2:42][Cl:43].[F:1][C:2]([c:3]1[c:4]([CH2:5][OH:6])[cH:7][cH:8][cH:9][cH:10]1)([F:11])[F:12]>>[F:1][C:2]([c:3]1[c:4]([CH2:5][O:6][C:13](=[O:14])[N:37]2[CH2:36][CH2:35][C:33]3([CH2:32][C:31](=[O:40])[c:30]4[cH:29][cH:28][cH:27][c:26]([Br:25])[c:34]43)[CH2:39][CH2:38]2)[cH:7][cH:8][cH:9][cH:10]1)([F:11])[F:12]. Reactants: CCOCCOc1ccccc1S(N)(=O)=O, CC#N, Cl, C1=NCCCN2CCCCC12, Cc1cc(OC(F)F)nc(NC(=O)Oc2ccccc2)n1, O. Product: CCOCCOc1ccccc1S(=O)(=O)NC(=O)Nc1nc(C)cc(OC(F)F)n1. RXN SMILES: [CH2:33]([CH3:34])[O:35][CH2:36][CH2:37][O:38][c:39]1[c:40]([S:45](=[O:46])(=[O:47])[NH2:48])[cH:41][cH:42][cH:43][cH:44]1.[CH3:50][C:51]#[N:52].[ClH:49].[N:1]12[CH2:2][CH2:3][CH2:4][CH2:5][CH:6]1[CH:7]=[N:8][CH2:9][CH2:10][CH2:11]2.[O:12]([c:13]1[cH:14][cH:15][cH:16][cH:17][cH:18]1)[C:19](=[O:20])[NH:21][c:22]1[n:23][c:24]([CH3:32])[cH:25][c:26]([O:28][CH:29]([F:30])[F:31])[n:27]1.[OH2:53]>>[C:19](=[O:20])([NH:21][c:22]1[n:23][c:24]([CH3:32])[cH:25][c:26]([O:28][CH:29]([F:30])[F:31])[n:27]1)[NH:48][S:45]([c:40]1[c:39]([O:38][CH2:37][CH2:36][O:35][CH2:33][CH3:34])[cH:44][cH:43][cH:42][cH:41]1)(=[O:46])=[O:47]. Starting materials: Cc1nc(Cl)sc1S(=O)(=O)NC(C)(C)C, CCCC[Sn](CCCC)(CCCC)c1cn(-c2cc(C(F)(F)F)cc(-c3ccc(C(F)(F)F)cc3)n2)cn1, CCCCCCC, Cc1ccccc1. Yields the product Cc1nc(-c2cn(-c3cc(C(F)(F)F)cc(-c4ccc(C(F)(F)F)cc4)n3)cn2)sc1S(=O)(=O)NC(C)(C)C. Reaction SMILES: [C:39]([CH3:40])([CH3:41])([CH3:42])[NH:43][S:44](=[O:45])(=[O:46])[c:47]1[c:48]([CH3:53])[n:49][c:50]([Cl:52])[s:51]1.[CH2:1]([Sn:2]([CH2:3][CH2:4][CH2:5][CH3:31])([c:6]1[n:7][cH:8][n:9](-[c:11]2[n:12][c:13](-[c:21]3[cH:22][cH:23][c:24]([C:27]([F:28])([F:29])[F:30])[cH:25][cH:26]3)[cH:14][c:15]([C:17]([F:18])([F:19])[F:20])[cH:16]2)[cH:10]1)[CH2:32][CH2:33][CH2:34][CH3:35])[CH2:36][CH2:37][CH3:38].[CH3:54][CH2:55][CH2:56][CH2:57][CH2:58][CH2:59][CH3:60].[CH3:61][c:62]1[cH:63][cH:64][cH:65][cH:66][cH:67]1>>[c:6]1(-[c:50]2[n:49][c:48]([CH3:53])[c:47]([S:44]([NH:43][C:39]([CH3:40])([CH3:41])[CH3:42])(=[O:45])=[O:46])[s:51]2)[n:7][cH:8][n:9](-[c:11]2[n:12][c:13](-[c:21]3[cH:22][cH:23][c:24]([C:27]([F:28])([F:29])[F:30])[cH:25][cH:26]3)[cH:14][c:15]([C:17]([F:18])([F:19])[F:20])[cH:16]2)[cH:10]1.